Dataset: the Open Reaction Database (ORD), a public repository of structured organic reaction records. Task: describe an organic reaction: reactants, conditions, products, and yield Reactants: FC1=C(C=C(C=C1)F)C=1N(C2=CC=C(C=C2C1)OC)CC1=CC=CC(=N1)C(=O)O (6-[2-(2,5-difluorophenyl)-5-methoxyindol-1-ylmethyl]pyridine-2-carboxylic acid), Cl (hydrochloric acid), N#CN (cyanamide), Cl.C(C)N=C=NCCCN(C)C (1-ethyl-3-(3-dimethylaminopropyl)carbodiimide hydrochloride). Reagents/catalysts: CN(C1=CC=NC=C1)C (4-dimethylaminopyridine). Solvent: ClCCl (dichloromethane). Conditions: time 35 hour. Product: C(#N)NC(=O)C1=NC(=CC=C1)CN1C(=CC2=CC(=CC=C12)OC)C1=C(C=CC(=C1)F)F (N-Cyano-6-[2-(2,5-difluorophenyl)-5-methoxyindol-1-ylmethyl]pyridine-2-carboxamide). Yield: 74.1%. Reaction SMILES: [F:1][C:2]1[CH:7]=[CH:6][C:5]([F:8])=[CH:4][C:3]=1[C:9]1[N:10]([CH2:20][C:21]2[N:26]=[C:25]([C:27]([OH:29])=O)[CH:24]=[CH:23][CH:22]=2)[C:11]2[C:16]([CH:17]=1)=[CH:15][C:14]([O:18][CH3:19])=[CH:13][CH:12]=2.[N:30]#[C:31][NH2:32].Cl.C(N=C=NCCCN(C)C)C.Cl>ClCCl.CN(C)C1C=CN=CC=1>[C:31]([NH:32][C:27]([C:25]1[CH:24]=[CH:23][CH:22]=[C:21]([CH2:20][N:10]2[C:11]3[C:16](=[CH:15][C:14]([O:18][CH3:19])=[CH:13][CH:12]=3)[CH:17]=[C:9]2[C:3]2[CH:4]=[C:5]([F:8])[CH:6]=[CH:7][C:2]=2[F:1])[N:26]=1)=[O:29])#[N:30] |f:2.3|. Reported procedure: To a solution of 6-[2-(2,5-difluorophenyl)-5-methoxyindol-1-ylmethyl]pyridine-2-carboxylic acid (70 mg) in dichloromethane (1.8 mL) were successively added cyanamide (8.2 mg), 4-dimethylaminopyridine (48 mg), and 1-ethyl-3-(3-dimethylaminopropyl)carbodiimide hydrochloride (75 mg). This mixture was stirred for 35 hours at room temperature. To the reaction mixture was added 1 mol/L hydrochloric acid, followed by extraction with dichloromethane. The organic layer was washed with 1 mol/L hydrochlori... The yield is 66.0%. Procedure: To a solution of methyl 2,3,10,11-tetrahydro1H-benzo[b]indeno[5,6-f]thiepin-7-carboxylate (3.05 g; 9.84 mmole) in methylene chloride (200 ml) stirred in a cooling bath at 0°-5° C. was added 85% m-chloroperbenzoic acid (2.00 g; 9.85 mmole) in small portions during 1 hour. After stirring the reaction mixture for 30 minutes at room temperature, more methylene chloride was added to get a clear solution and then calcium hydroxide (4 g) was added. The suspension was stirred for 25 minutes, filtered an... Run at time 30 minute. Yields the product C1CCC2=CC3=C(CCC4=C(S3=O)C=C(C=C4)C(=O)OC)C=C12 (methyl 2,3,10,11-tetrahydro-1H-benzo[b]indeno[5,6-f]-thiepin-7-carboxylate 5-oxide). The solvent is C(Cl)Cl (methylene chloride), C(Cl)Cl (methylene chloride). Reaction SMILES: [CH2:1]1[C:22]2[C:4](=[CH:5][C:6]3[S:12][C:11]4[CH:13]=[C:14]([C:17]([O:19][CH3:20])=[O:18])[CH:15]=[CH:16][C:10]=4[CH2:9][CH2:8][C:7]=3[CH:21]=2)[CH2:3][CH2:2]1.ClC1C=CC=C(C(OO)=[O:31])C=1.[OH-].[Ca+2].[OH-]>C(Cl)Cl>[CH2:1]1[C:22]2[C:4](=[CH:5][C:6]3[S:12](=[O:31])[C:11]4[CH:13]=[C:14]([C:17]([O:19][CH3:20])=[O:18])[CH:15]=[CH:16][C:10]=4[CH2:9][CH2:8][C:7]=3[CH:21]=2)[CH2:3][CH2:2]1 |f:2.3.4|. The reactants are ClC1=CC(=CC=C1)C(=O)OO (m-chloroperbenzoic acid), C1CCC2=CC3=C(CCC4=C(S3)C=C(C=C4)C(=O)OC)C=C12 (methyl 2,3,10,11-tetrahydro1H-benzo[b]indeno[5,6-f]thiepin-7-carboxylate), [OH-].[Ca+2].[OH-] (calcium hydroxide). Starting materials: P(=O)([O-])([O-])[O-].[Ca+2].P(=O)([O-])([O-])[O-].[Ca+2].[Ca+2] (calcium phosphate). Solvent: O (water). As a reaction SMILES: [P:1]([O-:5])([O-:4])([O-:3])=[O:2].[Ca+2:6].[P:7]([O-:11])([O-:10])([O-:9])=[O:8].[Ca+2].[Ca+2]>O>[Ca:6].[P:1].[P:7]([O-:11])([O-:10])([O-:9])=[O:8].[Ca+2:6].[P:1]([O-:5])([O-:4])([O-:3])=[O:2].[Ca+2:6].[Ca+2:6] |f:0.1.2.3.4,8.9.10.11.12|. The product is [Ca] (calcium), [P] (phosphorous), P(=O)([O-])([O-])[O-].[Ca+2].P(=O)([O-])([O-])[O-].[Ca+2].[Ca+2] (calcium phosphate). Procedure details: Another aspect of the invention includes an injectible paste having a mixture of a reactive amorphous calcium phosphate powder, the amorphous calcium phosphate having a calcium to phosphorous atomic ratio in the range of about 1.55 to 1.70, and alternatively about 1.55 to 1.65, and alternatively 1.55 to 1.6, and reactive vacant sites, and a second calcium phosphate powder, and an amount of water sufficient to provide the desired consistency. The water is buffered to a physiologically acceptable ... Starting materials: N (ammonia), ClC1=CC(=NC=2N1N=C(N2)SC)C (7-chloro-5-methyl-2-(methylthio)[1,2,4]triazolo[1,5-a]pyrimidine), ClC1=CC(=NC=2N1N=C(N2)SC)C (7-chloro-5-methyl-2-(methylthio)[1,2,4]triazolo[1,5-a]pyrimidine), FC(C1=CC=C(N)C=C1)(F)F (4-(trifluoromethyl)aniline). Solvent: C(C)O (ethanol). Conditions: time 3 hour. The product is CC1=NC=2N(C(=C1)NC1=CC=C(C=C1)C(F)(F)F)N=C(N2)SC (5-methyl-2-(methylthio)-N-[4-(trifluoromethyl)phenyl][1,2,4]triazolo[1,5-a]pyrimidin-7-amine). Reaction SMILES: Cl[C:2]1[N:7]2[N:8]=[C:9]([S:11][CH3:12])[N:10]=[C:6]2[N:5]=[C:4]([CH3:13])[CH:3]=1.[F:14][C:15]([F:24])([F:23])[C:16]1[CH:22]=[CH:21][C:19]([NH2:20])=[CH:18][CH:17]=1.N>C(O)C>[CH3:13][C:4]1[CH:3]=[C:2]([NH:20][C:19]2[CH:21]=[CH:22][C:16]([C:15]([F:14])([F:23])[F:24])=[CH:17][CH:18]=2)[N:7]2[N:8]=[C:9]([S:11][CH3:12])[N:10]=[C:6]2[N:5]=1. Procedure details: To a suspension of 7-chloro-5-methyl-2-(methylthio)[1,2,4]triazolo[1,5-a]pyrimidine (Intermediate 8 (0.2 g, 0.932 mmol) in ethanol (5 mL), 4-(trifluoromethyl)aniline (ALDRICH, 0.117 mL, 0.932 mmol) was added and the mixture was stirred at room temperature for 3 h. Anhydrous ammonia (0.133 mL, 0.932 mmol) was added and solvent was removed in vacuo. The residue was purified by flash chromatography (Si, eluting with Hexane/EtOAc mixtures form 95:5 to 40:60%) to yield the title compound as a white s...